From a dataset of the Open Reaction Database (ORD), a public repository of structured organic reaction records. describe an organic reaction: reactants, conditions, products, and yield The reactants are CCn1cc(C(=O)O)c(=O)c2cc(F)c(N3CCC4CCC(C3)N4Cc3ccccc3)cc21, CO, ClC(Cl)Cl, Cl, [H][H]. Yields the product CCn1cc(C(=O)O)c(=O)c2cc(F)c(N3CCC4CCC(C3)N4)cc21. As a reaction SMILES: [CH2:1]([c:2]1[cH:3][cH:4][cH:5][cH:6][cH:7]1)[N:8]1[CH:9]2[CH2:10][N:11]([c:17]3[c:18]([F:33])[cH:19][c:20]4[c:21](=[O:32])[c:22]([C:29](=[O:30])[OH:31])[cH:23][n:24]([CH2:27][CH3:28])[c:25]4[cH:26]3)[CH2:12][CH2:13][CH:14]1[CH2:15][CH2:16]2.[CH3:41][OH:42].[CH:37]([Cl:38])([Cl:39])[Cl:40].[ClH:34].[H:35][H:36]>>[NH:8]1[CH:9]2[CH2:10][N:11]([c:17]3[c:18]([F:33])[cH:19][c:20]4[c:21](=[O:32])[c:22]([C:29](=[O:30])[OH:31])[cH:23][n:24]([CH2:27][CH3:28])[c:25]4[cH:26]3)[CH2:12][CH2:13][CH:14]1[CH2:15][CH2:16]2. Reactants: CC(=O)c1csc(-c2ccc(Cl)c(Cl)c2)c1O, NNC(=O)c1ccc(C(=O)NCc2cnccn2)s1. The product is CC(=NNC(=O)c1ccc(C(=O)NCc2cnccn2)s1)c1csc(-c2ccc(Cl)c(Cl)c2)c1O. As a reaction SMILES: [Cl:1][c:2]1[cH:3][c:4](-[c:9]2[s:10][cH:11][c:12]([C:15](=[O:16])[CH3:17])[c:13]2[OH:14])[cH:5][cH:6][c:7]1[Cl:8].[n:18]1[c:19]([CH2:24][NH:25][C:26](=[O:27])[c:28]2[s:29][c:30]([C:33](=[O:34])[NH:35][NH2:36])[cH:31][cH:32]2)[cH:20][n:21][cH:22][cH:23]1>>[Cl:1][c:2]1[cH:3][c:4](-[c:9]2[s:10][cH:11][c:12]([C:15]([CH3:17])=[N:36][NH:35][C:33]([c:30]3[s:29][c:28]([C:26]([NH:25][CH2:24][c:19]4[n:18][cH:23][cH:22][n:21][cH:20]4)=[O:27])[cH:32][cH:31]3)=[O:34])[c:13]2[OH:14])[cH:5][cH:6][c:7]1[Cl:8]. The reactants are BrC1=C(C(=O)OC)C=CC=N1 (Methyl 2-bromonicotinate), C(#N)C=1C=C(C=CC1)B(O)O (3-cyanophenylboronic acid), C([O-])([O-])=O.[Na+].[Na+] (Sodium carbonate), aqueous solution. The reagents and catalysts are [Br-].C(CCC)[N+](CCCC)(CCCC)CCCC (tetrabutylammonium bromide), Cl[Pd]([P](C1=CC=CC=C1)(C2=CC=CC=C2)C3=CC=CC=C3)([P](C4=CC=CC=C4)(C5=CC=CC=C5)C6=CC=CC=C6)Cl (bis(triphenylphosphine)palladium(II) chloride). Solvent: C1=CC=CC=C1 (benzene). Product: C(#N)C=1C=C(C=CC1)C1=C(C(=O)OC)C=CC=N1 (methyl 2-(3′-cyanophenyl)nicotinate). The yield is 76.7%. Reaction SMILES: Br[C:2]1[N:11]=[CH:10][CH:9]=[CH:8][C:3]=1[C:4]([O:6][CH3:7])=[O:5].[C:12]([C:14]1[CH:15]=[C:16](B(O)O)[CH:17]=[CH:18][CH:19]=1)#[N:13].C(=O)([O-])[O-].[Na+].[Na+]>C1C=CC=CC=1.[Br-].C([N+](CCCC)(CCCC)CCCC)CCC.Cl[Pd](Cl)([P](C1C=CC=CC=1)(C1C=CC=CC=1)C1C=CC=CC=1)[P](C1C=CC=CC=1)(C1C=CC=CC=1)C1C=CC=CC=1>[C:12]([C:14]1[CH:19]=[C:18]([C:2]2[N:11]=[CH:10][CH:9]=[CH:8][C:3]=2[C:4]([O:6][CH3:7])=[O:5])[CH:17]=[CH:16][CH:15]=1)#[N:13] |f:2.3.4,6.7,^1:55,74|. Reported procedure: Methyl 2-bromonicotinate (2.0 g, 9.3 mmol) and 3-cyanophenylboronic acid (2.7 g, 18.4 mmol) were combined in 190 mL benzene. Sodium carbonate (19 mL of a 2 M aqueous solution), tetrabutylammonium bromide (152 mg, 0.5 mmol), and bis(triphenylphosphine)palladium(II) chloride (325 mg, 0.5 mmol) were added. The entire mixture was evacuated to remove dissolved gasses, then placed under argon. The reaction was refluxed for 14 hours, diluted with water and EtOAc, separated, dried over Na2SO4, filtered,... The reactants are NC1=NC(=CC(=C1CSC1=CC=CC=C1)C1CN(CCC1)C(=O)OC(C)(C)C)C1=C(C=CC=C1OCC1=CC=C(C=C1)OC)OCC1CC1 (tert-butyl 3-{2-amino-6-{2-(cyclopropylmethoxy)-6-[(4-methoxybenzyl)oxy]phenyl}-3-[(phenylsulfanyl)methyl]-4-pyridinyl}-1-piperidinecarboxylate), Cl (HCl). Run at time 8 hour. Run in O1CCOCC1 (1,4-dioxane), O1CCOCC1 (dioxane), C(C)(=O)OCC (ethyl acetate). Reaction SMILES: [NH2:1][C:2]1[C:7]([CH2:8][S:9][C:10]2[CH:15]=[CH:14][CH:13]=[CH:12][CH:11]=2)=[C:6]([CH:16]2[CH2:21][CH2:20][CH2:19][N:18](C(OC(C)(C)C)=O)[CH2:17]2)[CH:5]=[C:4]([C:29]2[C:34]([O:35]CC3C=CC(OC)=CC=3)=[CH:33][CH:32]=[CH:31][C:30]=2[O:45][CH2:46][CH:47]2[CH2:49][CH2:48]2)[N:3]=1.[ClH:50]>O1CCOCC1.C(OCC)(=O)C>[ClH:50].[NH2:1][C:2]1[N:3]=[C:4]([C:29]2[C:30]([O:45][CH2:46][CH:47]3[CH2:49][CH2:48]3)=[CH:31][CH:32]=[CH:33][C:34]=2[OH:35])[CH:5]=[C:6]([CH:16]2[CH2:21][CH2:20][CH2:19][NH:18][CH2:17]2)[C:7]=1[CH2:8][S:9][C:10]1[CH:11]=[CH:12][CH:13]=[CH:14][CH:15]=1 |f:4.5|. Reported procedure: To a stirred solution of tert-butyl 3-{2-amino-6-{2-(cyclopropylmethoxy)-6-[(4-methoxybenzyl)oxy]phenyl}-3-[(phenylsulfanyl)methyl]-4-pyridinyl}-1-piperidinecarboxylate in 1,4-dioxane (2 mL) was added 4N HCl in dioxane (2 mL). The mixture was stirred at room temperature overnight, and diluted with ethyl acetate. The resulting precipitate was collected by filtration, washed with ethanol, and dried under reduced pressure to give 2-[6-amino-5-[(phenylsulfanyl)methyl]4-(3-piperidinyl)-2-pyridinyl]-3... The product is Cl.NC1=C(C(=CC(=N1)C1=C(C=CC=C1OCC1CC1)O)C1CNCCC1)CSC1=CC=CC=C1 (2-[6-amino-5-[(phenylsulfanyl)methyl]4-(3-piperidinyl)-2-pyridinyl]-3-(cyclopropylmethoxy)phenol hydrochloride). Reactants: C(C1=CC=CC=C1)(=O)Cl (benzoyl chloride), OCCOC1=CC(=NC(=C1)C)C1=NC(=CC=C1)C (4-(2-hydroxyethoxy)-6,6'-dimethyl-2,2'-bipyridine), C(Cl)(Cl)Cl (chloroform). Run in N1=CC=CC=C1 (pyridine). Product: C(C1=CC=CC=C1)(=O)OCCOC1=CC(=NC(=C1)C)C1=NC(=CC=C1)C (4-(2-benzoyloxyethoxy)-6,6'-dimethyl-2,2'-bipyridine). RXN SMILES: [OH:1][CH2:2][CH2:3][O:4][C:5]1[CH:10]=[C:9]([CH3:11])[N:8]=[C:7]([C:12]2[CH:17]=[CH:16][CH:15]=[C:14]([CH3:18])[N:13]=2)[CH:6]=1.[C:19](Cl)(=[O:26])[C:20]1[CH:25]=[CH:24][CH:23]=[CH:22][CH:21]=1.C(Cl)(Cl)Cl>N1C=CC=CC=1>[C:19]([O:1][CH2:2][CH2:3][O:4][C:5]1[CH:10]=[C:9]([CH3:11])[N:8]=[C:7]([C:12]2[CH:17]=[CH:16][CH:15]=[C:14]([CH3:18])[N:13]=2)[CH:6]=1)(=[O:26])[C:20]1[CH:25]=[CH:24][CH:23]=[CH:22][CH:21]=1. Procedure details: 4-(2-Hydroxyethoxy)-6,6'-dimethyl-2,2'-bipyridine (24) (1.0 g, 4.1 mmoles) was dissolved in dry pyridine (20 ml), and benzoyl chloride (0.63 g, 4.5 mmoles) was added. After 30 minutes chloroform (50 ml) was added and the solution was extracted with saturated sodium bicarbonate. The chloroform phase was dried and the solvent was evaporated and coevaporated with dry toluene. The product was purified by means of flash chromatography (silica, 0-50% methanol/dichloromethane).